Dataset: the Open Reaction Database (ORD), a public repository of structured organic reaction records. Task: describe an organic reaction: reactants, conditions, products, and yield The reactants are ice, C(C)O (ethanol), [OH-].[Na+] (NaOH), CN1C(CCCC2=C1C=C(C=C2)NC(=O)C2=CC=C(C(=O)OCC)C=C2)=O (ethyl p-[(2,3,4,5-tetrahydro-1-methyl-2-oxo-1H-1-benzazepine-8-yl)carbamoyl]benzoate). Solvent: O1CCCC1 (tetrahydrofuran). Run at temperature 35 celsius, time 8 hour. Product: CN1C(CCCC2=C1C=C(C=C2)NC(=O)C2=CC=C(C(=O)O)C=C2)=O (p-[(2,3,4,5-tetrahydro-1-methyl-2-oxo-1H-1-benzazepin-8-yl)carbamoyl]benzoic acid). Isolated yield 51.0%. As a reaction SMILES: [CH3:1][N:2]1[C:8]2[CH:9]=[C:10]([NH:13][C:14]([C:16]3[CH:26]=[CH:25][C:19]([C:20]([O:22]CC)=[O:21])=[CH:18][CH:17]=3)=[O:15])[CH:11]=[CH:12][C:7]=2[CH2:6][CH2:5][CH2:4][C:3]1=[O:27].C(O)C.[OH-].[Na+]>O1CCCC1>[CH3:1][N:2]1[C:8]2[CH:9]=[C:10]([NH:13][C:14]([C:16]3[CH:17]=[CH:18][C:19]([C:20]([OH:22])=[O:21])=[CH:25][CH:26]=3)=[O:15])[CH:11]=[CH:12][C:7]=2[CH2:6][CH2:5][CH2:4][C:3]1=[O:27] |f:2.3|. Procedure: 850 mg of ethyl p-[(2,3,4,5-tetrahydro-1-methyl-2-oxo-1H-1-benzazepine-8-yl)carbamoyl]benzoate were dissolved in 20 ml of tetrahydrofuran and 10 ml of ethanol and treated with 10 ml of 1.2N NaOH yielding a two-phase mixture. The mixture was stirred intensively at 35° C. for 8 hours, poured into an ice/conc. HCl solution and extracted thoroughly with ethyl acetate. The resulting product was washed with a small amount of NaCl solution, dryed, and concentrated, and the remaining residue was repeate...